Dataset: the Open Reaction Database (ORD), a public repository of structured organic reaction records. Task: describe an organic reaction: reactants, conditions, products, and yield Reactants: CC1=C(N=C(O1)C1=CC=CC=C1)COC1=CC=C(C=C1)/C(=C/C=O)/C ((E)-3-[4-(5-methyl-2-phenyl-4-oxazolylmethoxy)-phenyl]-2-butenal), S1C(NC(C1)=O)=O (2,4-thiazolidinedione). Product: CC1=C(N=C(O1)C1=CC=CC=C1)COC1=CC=C(C=C1)C(CCC1C(NC(S1)=O)=O)C (5-[3-[4-(5-methyl-2-phenyl-4-oxazolylmethoxy)phenyl]butyl]-2,4-thiazolidinedione). The yield is 6.0%. RXN SMILES: [CH3:1][C:2]1[O:6][C:5]([C:7]2[CH:12]=[CH:11][CH:10]=[CH:9][CH:8]=2)=[N:4][C:3]=1[CH2:13][O:14][C:15]1[CH:20]=[CH:19][C:18](/[C:21](/[CH3:25])=[CH:22]/[CH:23]=O)=[CH:17][CH:16]=1.[S:26]1[CH2:30][C:29](=[O:31])[NH:28][C:27]1=[O:32]>>[CH3:1][C:2]1[O:6][C:5]([C:7]2[CH:8]=[CH:9][CH:10]=[CH:11][CH:12]=2)=[N:4][C:3]=1[CH2:13][O:14][C:15]1[CH:16]=[CH:17][C:18]([CH:21]([CH3:25])[CH2:22][CH2:23][CH:30]2[S:26][C:27](=[O:32])[NH:28][C:29]2=[O:31])=[CH:19][CH:20]=1. Reported procedure: According to the same manner as that described in Example 13, (E)-3-[4-(5-methyl-2-phenyl-4-oxazolylmethoxy)-phenyl]-2-butenal was condensed with 2,4-thiazolidinedione, and then the resulting compound was subjected to catalytic hydrogenation to give 5-[3-[4-(5-methyl-2-phenyl-4-oxazolylmethoxy)phenyl]butyl]-2,4-thiazolidinedione (yield: 6%). This product was recrystallized from isopropyl ether. Pale yellow prisms, mp: 64-65° C. The reactants are C(CCCN=C=O)CCN=C=O (1,6-hexamethylene diisocyanate), steel, C(=O)N (formamide), C(CCCCCN=C=O)N=C=O (hexamethylene diisocyanate), [H][H] (hydrogen), N(=C=O)N(C=O)CCCCCC (isocyanato-hexylformamide). Reagents/catalysts: [Ni] (nickel). Run in C1(=CC=CC=C1)C (toluene). Conditions: time 5 hour. Yields the product C(=O)NC(=O)N(CCCCCCN=C=O)CCCCCCN=C=O (N-formyl-bis-(isocyanatohexyl)urea). RXN SMILES: [CH2:1]([CH2:8][CH2:9][N:10]=[C:11]=[O:12])[CH2:2][CH2:3][CH2:4][N:5]=[C:6]=[O:7].N([N:16]([CH2:19][CH2:20][CH2:21][CH2:22][CH2:23][CH3:24])[CH:17]=[O:18])=C=O.[H][H].[CH:27]([NH2:29])=[O:28]>[Ni].C1(C)C=CC=CC=1>[CH:27]([NH:29][C:6]([N:5]([CH2:24][CH2:23][CH2:22][CH2:21][CH2:20][CH2:19][N:16]=[C:17]=[O:18])[CH2:4][CH2:3][CH2:2][CH2:1][CH2:8][CH2:9][N:10]=[C:11]=[O:12])=[O:7])=[O:28]. Procedure: About 10 parts of a hydrogenation catalyst which consists of finely divided nickel on kieselguhr as a carrier are added to about 972 parts of 1,6-hexamethylene diisocyanate and about 600 parts by volume of anhydrous toluene in a 3-liter autoclave of VA steel equipped with a stirrer. When the autoclave has been purged several times with nitrogen, it is charged with hydrogen and the pressure is adjusted to about 100 atmospheres at a temperature of about 120° C. Hydrogenation is carried out for abo... The reactants are C(CC)C1=NC2=C(N1CC1=CC=C(C=C1)C=1C(=CC=CC1)C(=O)OC(C)(C)C)C=C(C=C2C)C=2N=CN(C2)CC2CC2 (tert.butyl 4'-[(2-n-propyl-4-methyl-6-(1-cyclopropylmethyl-imidazol-4-yl)-benzimidazol-1-yl)-methyl]-biphenyl-2-carboxylate), FC(C(=O)O)(F)F (trifluoroacetic acid). Run in C(Cl)Cl (methylene chloride). The product is C(CC)C1=NC2=C(N1CC1=CC=C(C=C1)C=1C(=CC=CC1)C(=O)O)C=C(C=C2C)C=2N=CN(C2)CC2CC2 (4'-[(2-n-Propyl-4-methyl-6-(1-cyclopropylmethyl-imidazol-4-yl)-benzimidazol-1-yl)-methyl]-biphenyl-2-carboxylic Acid). Reaction SMILES: [CH2:1]([C:4]1[N:8]([CH2:9][C:10]2[CH:15]=[CH:14][C:13]([C:16]3[C:17]([C:22]([O:24]C(C)(C)C)=[O:23])=[CH:18][CH:19]=[CH:20][CH:21]=3)=[CH:12][CH:11]=2)[C:7]2[CH:29]=[C:30]([C:34]3[N:35]=[CH:36][N:37]([CH2:39][CH:40]4[CH2:42][CH2:41]4)[CH:38]=3)[CH:31]=[C:32]([CH3:33])[C:6]=2[N:5]=1)[CH2:2][CH3:3].FC(F)(F)C(O)=O>C(Cl)Cl>[CH2:1]([C:4]1[N:8]([CH2:9][C:10]2[CH:15]=[CH:14][C:13]([C:16]3[C:17]([C:22]([OH:24])=[O:23])=[CH:18][CH:19]=[CH:20][CH:21]=3)=[CH:12][CH:11]=2)[C:7]2[CH:29]=[C:30]([C:34]3[N:35]=[CH:36][N:37]([CH2:39][CH:40]4[CH2:41][CH2:42]4)[CH:38]=3)[CH:31]=[C:32]([CH3:33])[C:6]=2[N:5]=1)[CH2:2][CH3:3]. Reported procedure: Prepared analogously to Example 88 from tert.butyl 4'-[(2-n-propyl-4-methyl-6-(1-cyclopropylmethyl-imidazol-4-yl)-benzimidazol-1-yl)-methyl]-biphenyl-2-carboxylate and trifluoroacetic acid in methylene chloride. The reactants are Cc1ccccc1, CCCC(=N)CC(=O)OCC, O=C(N=C=S)Oc1ccccc1. The product is CCCC(=N)C(C(=O)OCC)C(=S)NC(=O)Oc1ccccc1. RXN SMILES: [CH3:24][c:25]1[cH:26][cH:27][cH:28][cH:29][cH:30]1.[NH:1]=[C:2]([CH2:3][C:4](=[O:5])[O:6][CH2:7][CH3:8])[CH2:9][CH2:10][CH3:11].[O:12]([c:13]1[cH:14][cH:15][cH:16][cH:17][cH:18]1)[C:19](=[O:20])[N:21]=[C:22]=[S:23]>>[NH:1]=[C:2]([CH:3]([C:4](=[O:5])[O:6][CH2:7][CH3:8])[C:22]([NH:21][C:19]([O:12][c:13]1[cH:14][cH:15][cH:16][cH:17][cH:18]1)=[O:20])=[S:23])[CH2:9][CH2:10][CH3:11]. Starting materials: CC(=O)O, Nc1ncnc2c1ccn2C1OC(CO)C(O)C1O, O=N[O-], NC(N)=O, [Na+], O. Product: O=c1[nH]cnc2c1ccn2C1OC(CO)C(O)C1O. As a reaction SMILES: [CH3:20][C:21]([OH:22])=[O:23].[CH:1]1([n:10]2[cH:11][cH:12][c:13]3[c:14]2[n:15][cH:16][n:17][c:18]3[NH2:19])[CH:2]([OH:3])[CH:4]([OH:5])[CH:6]([CH2:8][OH:9])[O:7]1.[N:24]([O-:25])=[O:26].[NH2:28][C:29](=[O:30])[NH2:31].[Na+:27].[OH2:32]>>[CH:1]1([n:10]2[cH:11][cH:12][c:13]3[c:14]2[n:15][cH:16][nH:17][c:18]3=[O:22])[CH:2]([OH:3])[CH:4]([OH:5])[CH:6]([CH2:8][OH:9])[O:7]1. Yield: 64.7%. Product: COC=1C=C(C=CC1NC(=O)NC1=C(C=CC=C1)C)CC(=O)NCC(=O)O (({[3-Methoxy-4-(3-o-tolylureido)phenyl]-acetyl}-amino)-acetic acid). Reported procedure: A stirred solution of [3-methoxy-4-(3-o-tolylureido)phenyl]-acetic acid (7.53 g, Reference Example 5) in a mixture of dimethylformamide (15 ml) and dichloromethane (150 ml) was treated with 1-(3-dimethylaminoprop-1-yl)-3-ethylcarbodiimide (4.98 g), then with 1-hydroxybenzotriazole (3.57 g), then with glycine methyl ester hydrochloride (3.01 g) and then with diisopropylethylamine (4.10 ml). After stirring at room temperature for 20 hours the reaction mixture was diluted with water (100 ml). The o... Starting materials: Cl.COC(CN)=O (glycine methyl ester hydrochloride), C(C)(C)N(CC)C(C)C (diisopropylethylamine), CN(CCCN=C=NCC)C (1-(3-dimethylaminoprop-1-yl)-3-ethylcarbodiimide), COC=1C=C(C=CC1NC(=O)NC1=C(C=CC=C1)C)CC(=O)O ([3-methoxy-4-(3-o-tolylureido)phenyl]-acetic acid), ON1N=NC2=C1C=CC=C2 (1-hydroxybenzotriazole). Conditions: time 20 hour. Solvent: O (water), CN(C=O)C (dimethylformamide), ClCCl (dichloromethane). Reaction SMILES: [CH3:1][O:2][C:3]1[CH:4]=[C:5]([CH2:20][C:21]([OH:23])=O)[CH:6]=[CH:7][C:8]=1[NH:9][C:10]([NH:12][C:13]1[CH:18]=[CH:17][CH:16]=[CH:15][C:14]=1[CH3:19])=[O:11].CN(C)CCCN=C=NCC.ON1C2C=CC=CC=2N=N1.Cl.C[O:47][C:48](=[O:51])[CH2:49][NH2:50].C(N(C(C)C)CC)(C)C>CN(C)C=O.ClCCl.O>[CH3:1][O:2][C:3]1[CH:4]=[C:5]([CH2:20][C:21]([NH:50][CH2:49][C:48]([OH:51])=[O:47])=[O:23])[CH:6]=[CH:7][C:8]=1[NH:9][C:10]([NH:12][C:13]1[CH:18]=[CH:17][CH:16]=[CH:15][C:14]=1[CH3:19])=[O:11] |f:3.4|. Reactants: C(O)([O-])=O.[Na+] (sodium hydrogencarbonate), C(CC)P1(OP(OP(O1)(CCC)=O)(CCC)=O)=O (2,4,6-tripropyl-1,3,5,2,4,6-trioxatriphosphorinane-2,4,6-trioxide), BrC1=CC(=NC(=C1)C#C[Si](C(C)C)(C(C)C)C(C)C)N (4-bromo-6-{2-[tris(propan-2-yl)silyl]ethynyl}pyridin-2-amine), CN(C(C(=O)O)C)C(=O)OC(C)(C)C (2-[methyl-[(2-methylpropan-2-yl)oxycarbonyl]amino]propanoic acid). The solvent is CCOC(=O)C (EtOAc), N1=CC=CC=C1 (pyridine). Conditions: time 3 hour. Yields the product C(C)(C)(C)OC(N(C)C(C)C(NC1=NC(=CC(=C1)Br)C#C[Si](C(C)C)(C(C)C)C(C)C)=O)=O ((1-{4-Bromo-6-[(triisopropylsilanyl)-ethynyl]-pyridin-2-ylcarbamoyl}-ethyl)-methyl-carbamic acid tert-butyl ester). RXN SMILES: C(P1(=O)OP(=O)(CCC)OP(=O)(CCC)O1)CC.[Br:19][C:20]1[CH:25]=[C:24]([C:26]#[C:27][Si:28]([CH:35]([CH3:37])[CH3:36])([CH:32]([CH3:34])[CH3:33])[CH:29]([CH3:31])[CH3:30])[N:23]=[C:22]([NH2:38])[CH:21]=1.[CH3:39][N:40]([C:46]([O:48][C:49]([CH3:52])([CH3:51])[CH3:50])=[O:47])[CH:41]([CH3:45])[C:42](O)=[O:43].C(=O)([O-])O.[Na+]>CCOC(C)=O.N1C=CC=CC=1>[C:49]([O:48][C:46](=[O:47])[N:40]([CH:41]([C:42](=[O:43])[NH:38][C:22]1[CH:21]=[C:20]([Br:19])[CH:25]=[C:24]([C:26]#[C:27][Si:28]([CH:32]([CH3:34])[CH3:33])([CH:35]([CH3:37])[CH3:36])[CH:29]([CH3:31])[CH3:30])[N:23]=1)[CH3:45])[CH3:39])([CH3:50])([CH3:51])[CH3:52] |f:3.4|. Procedure details: 2,4,6-tripropyl-1,3,5,2,4,6-trioxatriphosphorinane-2,4,6-trioxide (70 ml of a 50 wt.-% solution in EtOAc, 118 mmol) is added to a mixture of 4-bromo-6-{2-[tris(propan-2-yl)silyl]ethynyl}pyridin-2-amine B1 (10.4 g, 29.5 mmol), 2-[methyl-[(2-methylpropan-2-yl)oxycarbonyl]amino]propanoic acid (12 g, 59 mmol) and pyridine (20 ml) at −20° C. The mixture is stirred for 3 h at that temperature. 200 ml of a saturated aqueous sodium hydrogencarbonate solution is added and the mixture extracted with EtOAc... The reactants are N1C(CCCC1)CCN1C(C2=CC(=C(C=C2CC1)OC)OC)=O (2-[2-(piperid-2-yl)-ethyl]-6,7-dimethoxy-1-oxo- 1,2,3,4-tetrahydro-isoquinoline), ClCCCOC1=CC(=CC(=C1)OC)OC (1-chloro-3-(3,5-dimethoxy-phenoxy)-propane). Product: Cl.COC=1C=C(OCCCN2C(CCCC2)CCN2C(C3=CC(=C(C=C3CC2)OC)OC)=O)C=C(C1)OC (2-[2-(N-(3-(3,5-Dimethoxy-phenoxy)-propyl)-piperid-2-yl)-ethyl]-6,7-dimethoxy-1-oxo-1,2,3,4-tetrahydro-isoquinoline-hydrochloride). Reaction SMILES: [NH:1]1[CH2:6][CH2:5][CH2:4][CH2:3][CH:2]1[CH2:7][CH2:8][N:9]1[CH2:18][CH2:17][C:16]2[C:11](=[CH:12][C:13]([O:21][CH3:22])=[C:14]([O:19][CH3:20])[CH:15]=2)[C:10]1=[O:23].[Cl:24][CH2:25][CH2:26][CH2:27][O:28][C:29]1[CH:34]=[C:33]([O:35][CH3:36])[CH:32]=[C:31]([O:37][CH3:38])[CH:30]=1>>[ClH:24].[CH3:36][O:35][C:33]1[CH:34]=[C:29]([CH:30]=[C:31]([O:37][CH3:38])[CH:32]=1)[O:28][CH2:27][CH2:26][CH2:25][N:1]1[CH2:6][CH2:5][CH2:4][CH2:3][CH:2]1[CH2:7][CH2:8][N:9]1[CH2:18][CH2:17][C:16]2[C:11](=[CH:12][C:13]([O:21][CH3:22])=[C:14]([O:19][CH3:20])[CH:15]=2)[C:10]1=[O:23] |f:2.3|. Procedure: Prepared from 2-[2-(piperid-2-yl)-ethyl]-6,7-dimethoxy-1-oxo- 1,2,3,4-tetrahydro-isoquinoline and 1-chloro-3-(3,5-dimethoxy-phenoxy)-propane analogously to Example 1. The reactants are C(C)(=O)OCC (ethyl acetate), C1(=C(C=CC=C1)CS(=O)(=O)Cl)C (o-tolylmethanesulfonyl chloride), O (water), COC1=C(CN)C=CC(=C1)OC (2,4-dimethoxybenzylamine). The solvent is ClCCl (dichloromethane). Run at time 30 minute. The product is COC1=C(CNS(=O)(=O)CC2=C(C=CC=C2)C)C=CC(=C1)OC (N-(2,4-Dimethoxybenzyl)-C-o-tolylmethanesulfonamide). Reaction SMILES: [C:1]1([CH3:12])[CH:6]=[CH:5][CH:4]=[CH:3][C:2]=1[CH2:7][S:8](Cl)(=[O:10])=[O:9].[CH3:13][O:14][C:15]1[CH:22]=[C:21]([O:23][CH3:24])[CH:20]=[CH:19][C:16]=1[CH2:17][NH2:18].O.C(OCC)(=O)C>ClCCl>[CH3:13][O:14][C:15]1[CH:22]=[C:21]([O:23][CH3:24])[CH:20]=[CH:19][C:16]=1[CH2:17][NH:18][S:8]([CH2:7][C:2]1[CH:3]=[CH:4][CH:5]=[CH:6][C:1]=1[CH3:12])(=[O:10])=[O:9]. Reported procedure: At room temperature, 1.00 g of o-tolylmethanesulfonyl chloride was initially charged in 30 ml of dichloromethane, and 1.46 ml of 2,4-dimethoxybenzylamine were added dropwise. The reaction mixture was stirred for 30 minutes. Then the mixture was admixed with 50 ml of water and 50 ml of ethyl acetate, and then the aqueous phase was washed once more with 30 ml of ethyl acetate. The combined organic phases were washed with 1 N aqueous hydrochloric acid, dried over MgSO4 and concentrated by rotary ev... Reactants: ClC(C(=O)O)(C)C=1C=CC2=C(CC=3C(=NC=CC3)O2)C1 (2-chloro-2-(5H-[1]benzopyrano[2,3-b]pyridin-7-yl)propionic acid), [OH-].[Na+] (sodium hydroxide). The reagents and catalysts are [Ni] (Raney nickel). Solvent: [H][H] (hydrogen), [H][H] (hydrogen). Product: N1=C2C(=CC=C1)CC1=C(O2)C=CC(=C1)C(C(=O)O)C (2-(5H-[1]benzopyrano-[2,3-b]pyridin-7-yl)propionic acid). Isolated yield 58.7%. As a reaction SMILES: Cl[C:2]([C:7]1[CH:8]=[CH:9][C:10]2[O:19][C:14]3=[N:15][CH:16]=[CH:17][CH:18]=[C:13]3[CH2:12][C:11]=2[CH:20]=1)([CH3:6])[C:3]([OH:5])=[O:4].[OH-].[Na+]>[Ni].[H][H]>[N:15]1[CH:16]=[CH:17][CH:18]=[C:13]2[CH2:12][C:11]3[CH:20]=[C:7]([CH:2]([CH3:6])[C:3]([OH:5])=[O:4])[CH:8]=[CH:9][C:10]=3[O:19][C:14]=12 |f:1.2|. Procedure: A mixture of 2.9 g of 2-chloro-2-(5H-[1]benzopyrano[2,3-b]pyridin-7-yl)propionic acid, 40 ml of 0.5 N aqueous sodium hydroxide solution and 1 g of Raney nickel is stirred in a hydrogen stream at ordinary pressure and temperature, until absorption of 230 ml of hydrogen is attained. The RAney nickel is then filtered off, and the filtrate is neutralized with hydrochloric acid. The crystalline precipitate is filtered off, washed with water, and recrystallized from aqueous dioxane to give 1.5 g of 2-...